Dataset: the Open Reaction Database (ORD), a public repository of structured organic reaction records. Task: describe an organic reaction: reactants, conditions, products, and yield The reactants are OC1=C(C(N(C2=NC=CC=C12)C1=CC=CC=C1)=O)CCCCO (4-Hydroxy-3-(4-hydroxybutyl)-1-phenyl-1,8- naphthyridin-2(1H)-one), water ice, CS(=O)(=O)O.O=P12OP3(=O)OP(=O)(O1)OP(=O)(O2)O3 (Eaton's Reagent). Reaction SMILES: [OH:1][C:2]1[C:11]2[C:6](=[N:7][CH:8]=[CH:9][CH:10]=2)[N:5]([C:12]2[CH:17]=[CH:16][CH:15]=[CH:14][CH:13]=2)[C:4](=[O:18])[C:3]=1[CH2:19][CH2:20][CH2:21][CH2:22][OH:23].[CH3:24][S:25](O)(=[O:27])=[O:26].O=P12OP3(OP(OP(O3)(O1)=O)(=O)O2)=O>>[OH:1][C:2]1[C:11]2[C:6](=[N:7][CH:8]=[CH:9][CH:10]=2)[N:5]([C:12]2[CH:17]=[CH:16][CH:15]=[CH:14][CH:13]=2)[C:4](=[O:18])[C:3]=1[CH2:19][CH2:20][CH2:21][CH2:22][O:23][S:25]([CH3:24])(=[O:27])=[O:26] |f:1.2|. Reaction conditions: temperature 55 celsius. Yields the product OC1=C(C(N(C2=NC=CC=C12)C1=CC=CC=C1)=O)CCCCOS(=O)(=O)C (4-Hydroxy-3-(4-methanesulfonyloxybutyl)-1-phenyl-1,8-naphthyridin-2(1H)-one). Procedure: 4-Hydroxy-3-(4-hydroxybutyl)-1-phenyl-1,8- naphthyridin-2(1H)-one (10 g.) was dissolved, with stirring, in Eaton's Reagent (10% P2O5 in methanesulfonic acid; 50 ml.) under a nitrogen atmosphere. The solution was heated to 55° C. where it was held for 31/2 hr. It was then cooled and poured into a water/ice mixture. After stirring for several hours, the aqueous mixture was extracted (3x) with ethyl acetate (250 ml. each). The organic extract was separated, dried (Na2SO4), filtered and evaporated. ... Starting materials: BrCc1ccccc1, O=C([O-])[O-], CC(C)=O, O=[N+]([O-])c1ccc(F)cc1O, [I-], [K+], [K+], [Na+]. The product is O=[N+]([O-])c1ccc(F)cc1OCc1ccccc1. RXN SMILES: [Br:12][CH2:13][c:14]1[cH:15][cH:16][cH:17][cH:18][cH:19]1.[C:20](=[O:21])([O-:22])[O-:23].[CH3:28][C:29](=[O:30])[CH3:31].[F:1][c:2]1[cH:3][cH:4][c:5]([N+:9](=[O:10])[O-:11])[c:6]([OH:8])[cH:7]1.[I-:27].[K+:24].[K+:25].[Na+:26]>>[F:1][c:2]1[cH:3][cH:4][c:5]([N+:9](=[O:10])[O-:11])[c:6]([O:8][CH2:13][c:14]2[cH:15][cH:16][cH:17][cH:18][cH:19]2)[cH:7]1.